This data is from the Open Reaction Database (ORD), a public repository of structured organic reaction records. The task is: describe an organic reaction: reactants, conditions, products, and yield Reactants: CC(C)=O, COC(=O)C(CCBr)NC(=O)OC(C)(C)C, [I-], [Na+]. The product is COC(=O)C(CCI)NC(=O)OC(C)(C)C. As a reaction SMILES: [CH3:19][C:20](=[O:21])[CH3:22].[CH3:1][O:2][C:3]([CH:4]([CH2:5][CH2:6][Br:7])[NH:8][C:9](=[O:10])[O:11][C:12]([CH3:13])([CH3:14])[CH3:15])=[O:16].[I-:17].[Na+:18]>>[CH3:1][O:2][C:3]([CH:4]([CH2:5][CH2:6][I:17])[NH:8][C:9](=[O:10])[O:11][C:12]([CH3:13])([CH3:14])[CH3:15])=[O:16]. Reactants: ClC1=NC=CC(=C1)Cl (2,4-dichloropyridine), C[Si](N[Si](C)(C)C)(C)C (Hexamethyl disilazane), C(C)(C)(C)OC(C)=O (Acetic acid tert-butyl ester), C1(CCCCC1)P(C1=C(C=CC=C1)C1=C(C=CC=C1)N(C)C)C1CCCCC1 ((2′-dicyclohexylphosphanyl-biphenyl-2-yl)-dimethyl-amine). Reagents/catalysts: C(C1=CC=CC=C1)=CC(=O)C=CC1=CC=CC=C1.[Pd] (Palladium dibenzylideneacetone). Solvent: C1(=CC=CC=C1)C (toluene). Reaction conditions: temperature -78 celsius, time 15 minute. Yields the product C(C)(C)(C)OC(CC1=CC(=NC=C1)Cl)=O ((2-Chloro-pyridin-4-yl)-acetic acid tert-butyl ester). RXN SMILES: C[Si](C)(C)N[Si](C)(C)C.C1(P(C2CCCCC2)C2C=CC=CC=2C2C=CC=CC=2N(C)C)CCCCC1.[C:38]([O:42][C:43](=[O:45])[CH3:44])([CH3:41])([CH3:40])[CH3:39].[Cl:46][C:47]1[CH:52]=[C:51](Cl)[CH:50]=[CH:49][N:48]=1>C1(C)C=CC=CC=1.C(=CC(C=CC1C=CC=CC=1)=O)C1C=CC=CC=1.[Pd]>[C:38]([O:42][C:43](=[O:45])[CH2:44][C:51]1[CH:50]=[CH:49][N:48]=[C:47]([Cl:46])[CH:52]=1)([CH3:41])([CH3:40])[CH3:39] |f:5.6|. Procedure details: Hexamethyl disilazane (5.45 g, 33.8 mmol) is dissolved in dry toluene (80 ml) under an atmosphere of argon. After thoroughly purging the solvent with argon, the solution is cooled to −78° C., and n-BuLi (21.1 ml of a 1.6 M solution in hexanes, 33.8 mmol) is added. The mixture is stirred for 15 minutes at −78° C. and for 15 minutes at RT, whereupon a clear solution is obtained. Palladium dibenzylideneacetone (Pd2(dba)3, 743 mg, 0.81 mmol) and (2′-dicyclohexylphosphanyl-biphenyl-2-yl)-dimethyl-ami... The reactants are O1COC2=C1C=CC(=C2)C=2C[C@@H]1N(C(C3=C(N(C1=O)COCC[Si](C)(C)C)C=C(C(=C3)OC)OCCCOC=3C(=CC1=C(N(C([C@H]4N(C1=O)C=C(C4)C#CCNC([C@H](C)NC([C@H](C(C)C)NC(OCC4C1=CC=CC=C1C=1C=CC=CC41)=O)=O)=O)=O)COCC[Si](C)(C)C)C3)OC)=O)C2 ((9H-fluoren-9-yl)methyl(S)-1-((S)-1-(3-((S)-8-(3-((S)-2-(benzo[d][1,3]dioxol-5-yl)-7-methoxy-5,11-dioxo-10-((2-(trimethylsilyl)ethoxy)methyl)-5,10,11,11a-tetrahydro-1H-benzo[e]pyrrolo[1,2-a][1,4]diazepin-8-yloxy)propoxy)-7-methoxy-5,11-dioxo-10-((2-(trimethylsilyl)ethoxy)methyl)-5,10,11,11a-tetrahydro-1H-benzo[e]pyrrolo[1,2-a][1,4]diazepin-2-yl)prop-2-ynylamino)-1-oxopropan-2-ylamino)-3-methyl-1-oxobutan-2-ylcarbamate), [Li+].[B-](CC)(CC)CC (Super hydride). The solvent is C1CCOC1 (THF). Reaction conditions: temperature -78 celsius. The product is O1COC2=C1C=CC(=C2)C=2C[C@@H]1N(C(C3=C(N=C1)C=C(C(=C3)OC)OCCCOC=3C(=CC1=C(N=C[C@H]4N(C1=O)C=C(C4)C#CCNC([C@H](C)NC([C@@H](C(C)C)NC(OCC4C1=CC=CC=C1C=1C=CC=CC41)=O)=O)=O)C3)OC)=O)C2 ((9H-fluoren-9-yl)methyl(R)-1-((S)-1-(3-((S)-8-(3-((S)-2-(benzo[d][1,3]dioxol-5-yl)-7-methoxy-5-oxo-5,11a-dihydro-1H-benzo[e]pyrrolo[1,2-a][1,4]diazepin-8-yloxy)propoxy)-7-methoxy-5-oxo-5,11a-dihydro-1H-benzo[e]pyrrolo[1,2-a][1,4]diazepin-2-yl)prop-2-ynylamino)-1-oxopropan-2-ylamino)-3-methyl-1-oxobutan-2-ylcarbamate). Reaction SMILES: [O:1]1[C:5]2[CH:6]=[CH:7][C:8]([C:10]3[CH2:11][C@H:12]4[C:18](=O)[N:17](COCC[Si](C)(C)C)[C:16]5[CH:28]=[C:29]([O:34][CH2:35][CH2:36][CH2:37][O:38][C:39]6[C:40]([O:96][CH3:97])=[CH:41][C:42]7[C:48](=[O:49])[N:47]8[CH:50]=[C:51]([C:53]#[C:54][CH2:55][NH:56][C:57](=[O:85])[C@@H:58]([NH:60][C:61](=[O:84])[C@@H:62]([NH:66][C:67](=[O:83])[O:68][CH2:69][CH:70]9[C:82]%10[CH:81]=[CH:80][CH:79]=[CH:78][C:77]=%10[C:76]%10[C:71]9=[CH:72][CH:73]=[CH:74][CH:75]=%10)[CH:63]([CH3:65])[CH3:64])[CH3:59])[CH2:52][C@H:46]8[C:45](=O)[N:44](COCC[Si](C)(C)C)[C:43]=7[CH:95]=6)[C:30]([O:32][CH3:33])=[CH:31][C:15]=5[C:14](=[O:98])[N:13]4[CH:99]=3)=[CH:9][C:4]=2[O:3][CH2:2]1.[Li+].[B-](CC)(CC)CC>C1COCC1>[O:1]1[C:5]2[CH:6]=[CH:7][C:8]([C:10]3[CH2:11][C@H:12]4[CH:18]=[N:17][C:16]5[CH:28]=[C:29]([O:34][CH2:35][CH2:36][CH2:37][O:38][C:39]6[C:40]([O:96][CH3:97])=[CH:41][C:42]7[C:48](=[O:49])[N:47]8[CH:50]=[C:51]([C:53]#[C:54][CH2:55][NH:56][C:57](=[O:85])[C@@H:58]([NH:60][C:61](=[O:84])[C@H:62]([NH:66][C:67](=[O:83])[O:68][CH2:69][CH:70]9[C:71]%10[CH:72]=[CH:73][CH:74]=[CH:75][C:76]=%10[C:77]%10[C:82]9=[CH:81][CH:80]=[CH:79][CH:78]=%10)[CH:63]([CH3:64])[CH3:65])[CH3:59])[CH2:52][C@H:46]8[CH:45]=[N:44][C:43]=7[CH:95]=6)[C:30]([O:32][CH3:33])=[CH:31][C:15]=5[C:14](=[O:98])[N:13]4[CH:99]=3)=[CH:9][C:4]=2[O:3][CH2:2]1 |f:1.2,^1:100|. Procedure: The SEM dilactam 10d (0.063 g, 0.0455 mmol, 1.0 eq.) was solubilised in THF (2.7) and cooled to −78° C. under a nitrogen atmosphere. Super hydride solution (1M in THF, 0.093 mL, 2.04 eq.) was added dropwise over 5 minutes. After 20 minutes an aliquot was washed with water for LCMS and TLC analysis. After 30 minutes water was added and the cold bath removed. The organic layer was extracted with EtOAc (2×10 mL) and the combined organic extracts washed with brine (10 mL), dried with MgSO4, filtered...